Task: describe an organic reaction: reactants, conditions, products, and yield. Dataset: the Open Reaction Database (ORD), a public repository of structured organic reaction records The reactants are O1CCOCC1 (dioxane), ClC=1C2=C(N=CN1)SC1=C2CCN(C1)C(=O)OC(C)(C)C (tert-Butyl 4-chloro-5,8-dihydropyrido[4′,3′:4,5]thieno[2,3-d]pyrimidine-7(6H)-carboxylate), ClC=1C=C(N)C=CC1F (3-Chloro-4-fluoroaniline), solution. Reagents/catalysts: O1CCOCC1 (dioxane). Run in CC(C)O (2-propanol), Cl (hydrogen chloride), CC(C)O (2-propanol), Cl (hydrogen chloride). Reaction conditions: temperature 80 celsius. The product is ClC=1C=C(C=CC1F)NC=1C2=C(N=CN1)SC1=C2CCNC1 (N-(3-Chloro-4-fluorophenyl)-5,6,7,8-tetrahydropyrido[4′,3′:4,5]thieno[2,3-d]pyrimidin-4-amine). The yield is 94.8%. RXN SMILES: Cl[C:2]1[C:3]2[C:10]3[CH2:11][CH2:12][N:13](C(OC(C)(C)C)=O)[CH2:14][C:9]=3[S:8][C:4]=2[N:5]=[CH:6][N:7]=1.[Cl:22][C:23]1[CH:24]=[C:25]([CH:27]=[CH:28][C:29]=1[F:30])[NH2:26].O1CCOCC1>CC(O)C.Cl.O1CCOCC1>[Cl:22][C:23]1[CH:24]=[C:25]([NH:26][C:2]2[C:3]3[C:10]4[CH2:11][CH2:12][NH:13][CH2:14][C:9]=4[S:8][C:4]=3[N:5]=[CH:6][N:7]=2)[CH:27]=[CH:28][C:29]=1[F:30]. Reported procedure: tert-Butyl 4-chloro-5,8-dihydropyrido[4′,3′:4,5]thieno[2,3-d]pyrimidine-7(6H)-carboxylate from Example 11A (407.5 g, 1.251 mol) was dissolved in 2-propanol (5.7 L). 3-Chloro-4-fluoroaniline (191.2 g, 1.313 mol) and a 4 M solution of gaseous hydrogen chloride in dioxane (17.4 mL, 63 mmol) were added. The mixture was heated to 80° C. for 3 days. The thick suspension was then diluted with additional 2-propanol (1 L), and further 4 M hydrogen chloride in dioxane (695 mL, 2.5 mol) was added. The mixt... Starting materials: CCCCO, Cn1cncc1CCN, CCN(C(C)C)C(C)C, O=C(NCC12CC3CC(CC(C3)C1)C2)c1cc(NCCCl)ccc1Cl, [I-], [K+], [Na], O=C([O-])O. The product is Cn1cncc1CCNCCNc1ccc(Cl)c(C(=O)NCC23CC4CC(CC(C4)C2)C3)c1. As a reaction SMILES: [CH2:51]([OH:52])[CH2:53][CH2:54][CH3:55].[CH3:26][n:27]1[cH:28][n:29][cH:30][c:31]1[CH2:32][CH2:33][NH2:34].[CH:35]([N:36]([CH2:37][CH3:38])[CH:39]([CH3:40])[CH3:41])([CH3:42])[CH3:43].[Cl:1][c:2]1[c:3]([C:4](=[O:5])[NH:6][CH2:7][C:8]23[CH2:9][CH:10]4[CH2:11][CH:12]([CH2:13][CH:14]([CH2:15]2)[CH2:16]4)[CH2:17]3)[cH:18][c:19]([NH:22][CH2:23][CH2:24][Cl:25])[cH:20][cH:21]1.[I-:45].[K+:44].[Na:46].[OH:47][C:48](=[O:49])[O-:50]>>[Cl:1][c:2]1[c:3]([C:4](=[O:5])[NH:6][CH2:7][C:8]23[CH2:9][CH:10]4[CH2:11][CH:12]([CH2:13][CH:14]([CH2:15]2)[CH2:16]4)[CH2:17]3)[cH:18][c:19]([NH:22][CH2:23][CH2:24][NH:34][CH2:33][CH2:32][c:31]2[n:27]([CH3:26])[cH:28][n:29][cH:30]2)[cH:20][cH:21]1. Conditions: temperature 50 celsius, time 8 hour. Yields the product FC(C=1N=C(N(C(C1)=O)CC1=CC=C(C=C1)C=1C(=CC=CC1)C#N)CCC)F (4′-{[4-(difluoromethyl)-6-oxo-2-propylpyrimidin-1(6H)-yl]methyl}biphenyl-2-carbonitrile). Yield: 39.0%. Procedure: A mixture of 6-(difluoromethyl)-2-propylpyrimidin-4(3H)-one (5.6 g), 4′-(bromomethyl)biphenyl-2-carbonitrile (9 g) and potassium carbonate (8.3 g) in acetonitrile (60 mL) was stirred overnight at 50° C. The reaction mixture was diluted with ethyl acetate, washed with 1 M hydrochloric acid, dried over sodium sulfate and concentrated. The residue was purified by silica gel column chromatography to give the title compound as a pale yellow solid (4.4 g, 38%). As a reaction SMILES: [F:1][CH:2]([F:13])[C:3]1[N:8]=[C:7]([CH2:9][CH2:10][CH3:11])[NH:6][C:5](=[O:12])[CH:4]=1.Br[CH2:15][C:16]1[CH:21]=[CH:20][C:19]([C:22]2[C:23]([C:28]#[N:29])=[CH:24][CH:25]=[CH:26][CH:27]=2)=[CH:18][CH:17]=1.C(=O)([O-])[O-].[K+].[K+]>C(#N)C.C(OCC)(=O)C>[F:13][CH:2]([F:1])[C:3]1[N:8]=[C:7]([CH2:9][CH2:10][CH3:11])[N:6]([CH2:15][C:16]2[CH:17]=[CH:18][C:19]([C:22]3[C:23]([C:28]#[N:29])=[CH:24][CH:25]=[CH:26][CH:27]=3)=[CH:20][CH:21]=2)[C:5](=[O:12])[CH:4]=1 |f:2.3.4|. The solvent is C(C)#N (acetonitrile), C(C)(=O)OCC (ethyl acetate). The reactants are FC(C1=CC(NC(=N1)CCC)=O)F (6-(difluoromethyl)-2-propylpyrimidin-4(3H)-one), BrCC1=CC=C(C=C1)C=1C(=CC=CC1)C#N (4′-(bromomethyl)biphenyl-2-carbonitrile), C([O-])([O-])=O.[K+].[K+] (potassium carbonate). Starting materials: BrC=1C=C2C(=C(C=NC2=CC1)C(C)=O)Cl (1-(6-bromo-4-chloroquinolin-3-yl)ethanone), CN(CCOC1=CC=C(C=N1)N)C (6-(2-(dimethylamino)ethoxy)pyridin-3-amine). Yields the product BrC=1C=C2C(=C(C=NC2=CC1)C(C)=O)NC=1C=NC(=CC1)OCCN(C)C (1-(6-bromo-4-(6-(2-(dimethylamino)ethoxy)pyridin-3-ylamino)quinolin-3-yl)ethanone). Yield: 73.8%. RXN SMILES: [Br:1][C:2]1[CH:3]=[C:4]2[C:9](=[CH:10][CH:11]=1)[N:8]=[CH:7][C:6]([C:12](=[O:14])[CH3:13])=[C:5]2Cl.[CH3:16][N:17]([CH3:28])[CH2:18][CH2:19][O:20][C:21]1[N:26]=[CH:25][C:24]([NH2:27])=[CH:23][CH:22]=1>>[Br:1][C:2]1[CH:3]=[C:4]2[C:9](=[CH:10][CH:11]=1)[N:8]=[CH:7][C:6]([C:12](=[O:14])[CH3:13])=[C:5]2[NH:27][C:24]1[CH:25]=[N:26][C:21]([O:20][CH2:19][CH2:18][N:17]([CH3:28])[CH3:16])=[CH:22][CH:23]=1. Procedure details: Following general procedure C, 1-(6-bromo-4-chloroquinolin-3-yl)ethanone (5.0 g, 18.0 mmol) was reacted with 6-(2-(dimethylamino)ethoxy)pyridin-3-amine (3.5 g, 19.0 mmol) to afford the desired product (5.7 g, 82%) as a yellow solid: 1H NMR (300 MHz, CDCl3) δ 11.90 (s, 1H), 9.12 (s, 1H), 8.08-7.98 (m, 1H), 7.87-7.76 (m, 1H), 7.74-7.63 (m, 2H), 7.33 (dd, J=8.8, 2.8 Hz, 1H), 6.83 (d, J=8.8 Hz, 1H), 4.44 (t, J=5.5 Hz, 2H), 2.78 (s, 3H), 2.74 (t, J=8.8 Hz, 2H), 2.36 (s, 6H). Starting materials: BrC(=C(F)F)F (bromotrifluoroethylene), Cl[Si](C1=CC=C(C=C1)OCC)(C)C (p-(chlorodimethylsilyl)phenetole), solution, C(C)(CC)[Li] (sec-butyllithium), C1CCCCC1 (cyclohexane), Cl (hydrochloric acid). Run in CCOCC (ether), CCOCC (ether). Run at temperature -65 celsius, time 5 hour. Product: FC(=C(F)F)[Si](C1=CC=C(C=C1)OCC)(C)C (p-[(Trifluorovinyl)dimethylsilyl]phenetole). Isolated yield 66.9%. As a reaction SMILES: Br[C:2]([F:6])=[C:3]([F:5])[F:4].Cl[Si:8]([CH3:19])([CH3:18])[C:9]1[CH:14]=[CH:13][C:12]([O:15][CH2:16][CH3:17])=[CH:11][CH:10]=1.C([Li])(CC)C.C1CCCCC1.Cl>CCOCC>[F:6][C:2]([Si:8]([CH3:18])([CH3:19])[C:9]1[CH:10]=[CH:11][C:12]([O:15][CH2:16][CH3:17])=[CH:13][CH:14]=1)=[C:3]([F:5])[F:4]. Reported procedure: A -30° C. solution of bromotrifluoroethylene (7.15 g, 0.044 mol) in ether is treated with p-(chlorodimethylsilyl)phenetole (9.54 g, 0.044 mol), cooled to -65° C., treated dropwise with a 1.3M solution of sec-butyllithium in cyclohexane (34.2 mL, 0.044 mol) while maintaining the temperature below -60° C., stirred at -65° C. for 5 hours, stirred at room temperature overnight, cooled to 0° C., treated with dilute hydrochloric acid, and diluted with ether. The organic phase is separated, washed with... The reactants are C1CCOC1, COc1ccc(CN(C(=O)OC(C)(C)C)c2ccc([N+](=O)[O-])c(NC(C)c3cccnc3)n2)c(OC)c1, CO, CCOC(C)=O, [Na+], [Na+], [Na+], O=C([O-])O, O, O=S([O-])S(=O)[O-]. The product is COc1ccc(CN(C(=O)OC(C)(C)C)c2ccc(N)c(NC(C)c3cccnc3)n2)c(OC)c1. RXN SMILES: [CH2:53]1[O:54][CH2:55][CH2:56][CH2:57]1.[CH3:1][O:2][c:3]1[c:4]([CH2:5][N:6]([C:7]([O:8][C:9]([CH3:10])([CH3:11])[CH3:12])=[O:13])[c:14]2[n:15][c:16]([NH:23][CH:24]([CH3:25])[c:26]3[cH:27][n:28][cH:29][cH:30][cH:31]3)[c:17]([N+:20]([O-:21])=[O:22])[cH:18][cH:19]2)[cH:32][cH:33][c:34]([O:36][CH3:37])[cH:35]1.[CH3:51][OH:52].[CH3:59][CH2:60][O:61][C:62](=[O:63])[CH3:64].[Na+:44].[Na+:45].[Na+:50].[O-:46][C:47]([OH:48])=[O:49].[OH2:58].[S:38]([S:39]([O-:40])=[O:41])([O-:42])=[O:43]>>[CH3:1][O:2][c:3]1[c:4]([CH2:5][N:6]([C:7]([O:8][C:9]([CH3:10])([CH3:11])[CH3:12])=[O:13])[c:14]2[n:15][c:16]([NH:23][CH:24]([CH3:25])[c:26]3[cH:27][n:28][cH:29][cH:30][cH:31]3)[c:17]([NH2:20])[cH:18][cH:19]2)[cH:32][cH:33][c:34]([O:36][CH3:37])[cH:35]1.